This data is from the Open Reaction Database (ORD), a public repository of structured organic reaction records. The task is: describe an organic reaction: reactants, conditions, products, and yield RXN SMILES: [CH3:1][c:2]1[c:3]([N+:23](=[O:24])[O-:25])[o:4][c:5]2[c:6]1[cH:7][c:8](-[c:11]1[cH:12][cH:13][c:14]([CH2:17][C:18](=[O:19])[O:20][CH2:21][CH3:22])[cH:15][cH:16]1)[cH:9][cH:10]2.[CH3:26][C:27](=[O:28])[OH:29].[ClH:30].[OH2:31]>>[CH3:1][c:2]1[c:3]([N+:23](=[O:24])[O-:25])[o:4][c:5]2[c:6]1[cH:7][c:8](-[c:11]1[cH:12][cH:13][c:14]([CH2:17][C:18](=[O:19])[OH:20])[cH:15][cH:16]1)[cH:9][cH:10]2. Reactants: CCOC(=O)Cc1ccc(-c2ccc3oc([N+](=O)[O-])c(C)c3c2)cc1, CC(=O)O, Cl, O. Product: Cc1c([N+](=O)[O-])oc2ccc(-c3ccc(CC(=O)O)cc3)cc12. The reactants are NC=1C=C(C=CC1)O (m-aminophenol), BrC(C(=O)OCCCCCCCCCCCCCCCC)C (hexadecyl α-bromopropionate). Run in CO (methanol), CO (methanol). Reaction conditions: time 3 hour. Product: C(CCCCCCCCCCCCCCC)OC(=O)C(C)NC=1C=C(C=CC1)O (3-{[α-(hexadecyloxycarbonyl)ethyl]amino}phenol). Reaction SMILES: [NH2:1][C:2]1[CH:3]=[C:4]([OH:8])[CH:5]=[CH:6][CH:7]=1.Br[CH:10]([CH3:30])[C:11]([O:13][CH2:14][CH2:15][CH2:16][CH2:17][CH2:18][CH2:19][CH2:20][CH2:21][CH2:22][CH2:23][CH2:24][CH2:25][CH2:26][CH2:27][CH2:28][CH3:29])=[O:12]>CO>[CH2:14]([O:13][C:11]([CH:10]([NH:1][C:2]1[CH:3]=[C:4]([OH:8])[CH:5]=[CH:6][CH:7]=1)[CH3:30])=[O:12])[CH2:15][CH2:16][CH2:17][CH2:18][CH2:19][CH2:20][CH2:21][CH2:22][CH2:23][CH2:24][CH2:25][CH2:26][CH2:27][CH2:28][CH3:29]. Reported procedure: Into 25 g of m-aminophenol while heating under reflux in 200 ml of methanol was added dropwise over a period of 3 hours a solution of 37 g of hexadecyl α-bromopropionate in 100 ml of methanol. After completion of the addition, the refluxing was continued for an additional 3 hours, the methanol was then distilled off, the concentrate was dissolved in 300 cc of ethyl acetate, and the solution was washed twice with 300 cc of 10% hydrochloric acid. The ethyl acetate phase was washed with water, drie...